describe an organic reaction: reactants, conditions, products, and yield From a dataset of the Open Reaction Database (ORD), a public repository of structured organic reaction records. The reactants are O1C(CCCC1)ONC(=O)[C@@H](C\C=C\C1=CC=CC=C1)[C@H](C(=O)NN(CC(C)C)C(CCC(C)O)=O)CC(C)C ((E)-2(R)-[1(S)-[(tetrahydro-2(RS)-pyranyloxy)carbamoyl]-4-phenyl-3-butenyl]-2′-(4(RS)-hydroxyvaleryl)-2′-isobutyl-4-methylvalerohydrazide), O.C1(=CC=C(C=C1)S(=O)(=O)O)C (p-toluenesulphonic acid monohydrate). Run in CO (methanol). Conditions: time 2 hour. Yields the product ONC(=O)[C@@H](C\C=C\C1=CC=CC=C1)[C@H](C(=O)NN(CC(C)C)C(CCC(C)O)=O)CC(C)C ((E)-2(R)-[1(S)-(hydroxycarbamoyl)-4-phenyl-3-butenyl]-2′-(4(RS)-hydroxyvaleryl)-2′-isobutyl-4-methylvalerohydrazide). Yield: 21.2%. Reaction SMILES: O1CCCCC1[O:7][NH:8][C:9]([C@H:11]([C@@H:21]([CH2:37][CH:38]([CH3:40])[CH3:39])[C:22]([NH:24][N:25]([C:30](=[O:36])[CH2:31][CH2:32][CH:33]([OH:35])[CH3:34])[CH2:26][CH:27]([CH3:29])[CH3:28])=[O:23])[CH2:12]/[CH:13]=[CH:14]/[C:15]1[CH:20]=[CH:19][CH:18]=[CH:17][CH:16]=1)=[O:10].O.C1(C)C=CC(S(O)(=O)=O)=CC=1>CO>[OH:7][NH:8][C:9]([C@H:11]([C@@H:21]([CH2:37][CH:38]([CH3:40])[CH3:39])[C:22]([NH:24][N:25]([C:30](=[O:36])[CH2:31][CH2:32][CH:33]([OH:35])[CH3:34])[CH2:26][CH:27]([CH3:29])[CH3:28])=[O:23])[CH2:12]/[CH:13]=[CH:14]/[C:15]1[CH:20]=[CH:19][CH:18]=[CH:17][CH:16]=1)=[O:10] |f:1.2|. Procedure details: A solution of 0.150 g of (E)-2(R)-[1(S)-[(tetrahydro-2(RS)-pyranyloxy)carbamoyl]-4-phenyl-3-butenyl]-2′-(4(RS)-hydroxyvaleryl)-2′-isobutyl-4-methylvalerohydrazide in 5 ml of methanol was treated with 0.015 g of p-toluenesulphonic acid monohydrate. The mixture was stirred at room temperature for 2 hours and evaporated. The residue was triturated with diethyl ether, filtered off and dried to give 0.027 g of (E)-2(R)-[1(S)-(hydroxycarbamoyl)-4-phenyl-3-butenyl]-2′-(4(RS)-hydroxyvaleryl)-2′-isobutyl... Starting materials: ClC1=CC=C(C=C1)C(C)O ((±)-1-(4-chlorophenyl)ethanol), CC(=O)C1=CC=C(C=C1)Cl (4-chloroacetophenone), ClC1=CC=C(C=C1)[C@H](C)O ((S)-1-(4-chlorophenyl)ethanol). Reaction conditions: time 3 day. Yields the product ClC1=CC=C(C=C1)[C@@H](C)O ((R)-1-(4-chlorophenyl)ethanol). Yield: 51.0%. RXN SMILES: [Cl:1][C:2]1[CH:7]=[CH:6][C:5]([CH:8]([OH:10])[CH3:9])=[CH:4][CH:3]=1.CC(C1C=CC(Cl)=CC=1)=O.ClC1C=CC([C@@H](O)C)=CC=1>>[Cl:1][C:2]1[CH:7]=[CH:6][C:5]([C@H:8]([OH:10])[CH3:9])=[CH:4][CH:3]=1. Procedure: As shown here, the biochemical conversion reaction of immobilized soy bean protein for the substrate (±)-1-(4-chlorophenyl)ethanol (200 mg) requires 3 days by going through bioconversion to 4-chloroacetophenone accompanying sterically selective oxidation of (S)-1-(4-chlorophenyl)ethanol to obtain 102 mg of (R)-1-(4-chlorophenyl)ethanol at a yield of 51%. Optical purity was obtained at 96% e.e.